Task: describe an organic reaction: reactants, conditions, products, and yield. Dataset: the Open Reaction Database (ORD), a public repository of structured organic reaction records The reactants are FC(C(=O)O)(F)F (trifluoroacetic acid), C1(CCCCC1)N1C(C2(CC1)CCNCC2)=O (2-cyclohexyl-2,8-diazaspiro[4.5]decan-1-one), ClC1=NC=CC=C1Cl (2,3-dichloropyridine), C(C)(C)N(C(C)C)CC (N,N-diisopropylethylamine). Run in CN1C(CCC1)=O (N-methylpyrrolidin-2-one), CO (methanol). Yields the product ClC=1C(=NC=CC1)N1CCC2(CCN(C2=O)C2CCCCC2)CC1 (8-(3-chloropyridin-2-yl)-2-cyclohexyl-2,8-diazaspiro[4.5]decan-1-one). Reaction SMILES: [CH:1]1([N:7]2[CH2:11][CH2:10][C:9]3([CH2:16][CH2:15][NH:14][CH2:13][CH2:12]3)[C:8]2=[O:17])[CH2:6][CH2:5][CH2:4][CH2:3][CH2:2]1.Cl[C:19]1[C:24]([Cl:25])=[CH:23][CH:22]=[CH:21][N:20]=1.C(N(CC)C(C)C)(C)C.FC(F)(F)C(O)=O>CN1CCCC1=O.CO>[Cl:25][C:24]1[C:19]([N:14]2[CH2:13][CH2:12][C:9]3([C:8](=[O:17])[N:7]([CH:1]4[CH2:2][CH2:3][CH2:4][CH2:5][CH2:6]4)[CH2:11][CH2:10]3)[CH2:16][CH2:15]2)=[N:20][CH:21]=[CH:22][CH:23]=1. Procedure details: A mixture of 2-cyclohexyl-2,8-diazaspiro[4.5]decan-1-one (20 mg, 0.00008 mol), 2,3-dichloropyridine (15.0 mg, 0.000102 mol) and N,N-diisopropylethylamine (44 μL, 0.00025 mol) in N-methylpyrrolidin-2-one (1.0 mL) was irradiated under microwave at 200° C. for 15 min. The mixture was adjusted acidic (pH to −2.0) with trifluoroacetic acid (TFA), and was diluted with methanol (0.8 mL). The resulting solution was purified by Prep-HPLC to give 8-(3-chloropyridin-2-yl)-2-cyclohexyl-2,8-diazaspiro[4.5]de... Starting materials: C#CC1(OC(C)=O)C=CC2C3CCC4=CC(=O)CCC4C3CCC21CC, O=C([O-])O, CO, Cl, NO, [Na+], O. Yields the product C#CC1(OC(C)=O)C=CC2C3CCC4=CC(=NO)CCC4C3CCC21CC. RXN SMILES: [C:1]([CH3:2])(=[O:3])[O:4][C:5]1([C:25]#[CH:26])[C:6]2([CH2:7][CH3:8])[CH:9]([CH:10]=[CH:11]1)[CH:12]1[CH2:13][CH2:14][C:15]3=[CH:16][C:17](=[O:24])[CH2:18][CH2:19][CH:20]3[CH:21]1[CH2:22][CH2:23]2.[C:32](=[O:33])([OH:34])[O-:35].[CH3:27][OH:28].[ClH:29].[NH2:30][OH:31].[Na+:36].[OH2:37]>>[C:1]([CH3:2])(=[O:3])[O:4][C:5]1([C:25]#[CH:26])[C:6]2([CH2:7][CH3:8])[CH:9]([CH:10]=[CH:11]1)[CH:12]1[CH2:13][CH2:14][C:15]3=[CH:16][C:17](=[N:30][OH:31])[CH2:18][CH2:19][CH:20]3[CH:21]1[CH2:22][CH2:23]2.